From a dataset of the Open Reaction Database (ORD), a public repository of structured organic reaction records. describe an organic reaction: reactants, conditions, products, and yield Reactants: C(C)(=O)C1=CC=CC=C1 (acetophenone), CC(CCO)=C (3-methyl-3-buten-1-ol), S(O)(O)(=O)=O (sulfuric acid), CC1=CC(=C(C(=C1)C(C)(C)C)O)C(C)(C)C (Ionol). Solvent: O (Water), C1CCCCC1 (cyclohexane). Conditions: temperature 94 celsius. The product is CC1(OC=CC(C1)C)C1=CC=CC=C1 (2,4-DIMETHYL-2-PHENYL-DIHYDROPYRAN). As a reaction SMILES: [C:1]([C:4]1[CH:9]=[CH:8][CH:7]=[CH:6][CH:5]=1)(=[O:3])[CH3:2].S(=O)(=O)(O)O.[CH3:15][C:16]1[CH:21]=C(C(C)(C)C)C(O)=[C:18](C(C)(C)C)[CH:17]=1.CC(=C)CCO>O.C1CCCCC1>[CH3:2][C:1]1([C:4]2[CH:9]=[CH:8][CH:7]=[CH:6][CH:5]=2)[CH2:15][CH:16]([CH3:21])[CH:17]=[CH:18][O:3]1. Procedure details: Into a one-liter three neck flask equipped with stirrer, condenser, Barrett Trap, thermometer, addition funnel and heating mantle is placed 288 gms (2.4 moles) of acetophenone, 150 ml cyclohexane, 1 g of concentrated sulfuric acid and 1 g of Ionol®. The resulting mixture is heated to reflux temperature (94° C.). Then 208 gms (2.4 moles) of 3-methyl-3-buten-1-ol is added, dropwise from the addition funnel, to the reaction mass with stirring while maintaining the reaction mass at reflux. Water of ... Starting materials: C1(CCCCC1)N(C(CCOCCC1=CC(=CC=C1)C=O)=O)CC(OC)OC (N-cyclohexyl-N-(2,2-dimethoxyethyl)-3-(3-formylphenethoxy)propanamide), C(C)N (Ethylamine), C(C=O)=O (oxalaldehyde), C(C)(=O)[O-].[NH4+] (ammonium acetate). The solvent is CO (methanol), C(Cl)Cl (DCM). Conditions: time 36 hour. Yields the product C1(CCCCC1)N(C(CCOCCC1=CC(=CC=C1)C=1N(C=CN1)CC)=O)CC(OC)OC (N-Cyclohexyl-N-(2,2-dimethoxyethyl)-3-(3-(1-ethyl-1H-imidazol-2-yl)phenethoxy)propanamide). Reaction SMILES: [CH2:1]([NH2:3])[CH3:2].[CH:4](=O)[CH:5]=O.C([O-])(=O)C.[NH4+:12].[CH:13]1([N:19]([CH2:35][CH:36]([O:39][CH3:40])[O:37][CH3:38])[C:20](=[O:34])[CH2:21][CH2:22][O:23][CH2:24][CH2:25][C:26]2[CH:31]=[CH:30][CH:29]=[C:28]([CH:32]=O)[CH:27]=2)[CH2:18][CH2:17][CH2:16][CH2:15][CH2:14]1>CO.C(Cl)Cl>[CH:13]1([N:19]([CH2:35][CH:36]([O:39][CH3:40])[O:37][CH3:38])[C:20](=[O:34])[CH2:21][CH2:22][O:23][CH2:24][CH2:25][C:26]2[CH:31]=[CH:30][CH:29]=[C:28]([C:32]3[N:3]([CH2:4][CH3:5])[CH:1]=[CH:2][N:12]=3)[CH:27]=2)[CH2:18][CH2:17][CH2:16][CH2:15][CH2:14]1 |f:2.3|. Procedure: Ethylamine (70% in water, 0.526 mL), followed by oxalaldehyde (40% in water, 0.889 mL) and ammonium acetate (473 mg) were added to a stirred solution of N-cyclohexyl-N-(2,2-dimethoxyethyl)-3-(3-formylphenethoxy)propanamide [Example 10, Step ii)] (400 mg) in methanol (3 mL). The mixture was stirred for 36 h. DCM was added and the mixture was washed with water. The volatiles were removed under vacuum and the crude product was purified by flash silica chromatography, elution gradient 50%-100% ethyl... The reactants are ClC1=C(C=CC(=C1)Cl)C(C1=CC=C(C=C1)F)NN1N=CN=C1 (N-[1-(2,4-dichlorophenyl)-1-(4-fluorophenyl)methyl]-1H-1,2,4-triazol-1-amine), CI (methyl iodide), [H-].[Na+] (Sodium hydride). The solvent is CN(C=O)C (dimethyl formamide). Reaction conditions: time 1 hour. Yields the product ClC1=C(C=CC(=C1)Cl)C(N(N1N=CN=C1)C)C1=CC=C(C=C1)F (N-[(2,4-Dichlorophenyl)(4-fluorophenyl)-methyl]-N-methyl-1H-1,2,4-triazol-1-amine). Isolated yield 66.3%. RXN SMILES: [Cl:1][C:2]1[CH:7]=[C:6]([Cl:8])[CH:5]=[CH:4][C:3]=1[CH:9]([NH:17][N:18]1[CH:22]=[N:21][CH:20]=[N:19]1)[C:10]1[CH:15]=[CH:14][C:13]([F:16])=[CH:12][CH:11]=1.[CH3:23]I.[H-].[Na+]>CN(C)C=O>[Cl:1][C:2]1[CH:7]=[C:6]([Cl:8])[CH:5]=[CH:4][C:3]=1[CH:9]([C:10]1[CH:11]=[CH:12][C:13]([F:16])=[CH:14][CH:15]=1)[N:17]([CH3:23])[N:18]1[CH:22]=[N:21][CH:20]=[N:19]1 |f:2.3|. Procedure: A solution of 40.0 g (0.119 mol) of N-[1-(2,4-dichlorophenyl)-1-(4-fluorophenyl)methyl]-1H-1,2,4-triazol-1-amine and 40 mL (0.64 mol) of methyl iodide in 250 mL dimethyl formamide was cooled to 0° C. Sodium hydride (4.5 g; 0.19 mol, freed from oils) was added portionwise. The reaction mixture was warmed to room temperature, stirred 1 h and quenched by dropwise addition of aqueous ammonium chloride. The mixture was diluted with ether, and washed three times with water and with brine. Drying (MgSO... Starting materials: ClC1=C(C=C(S1)C(=O)N[C@H](CN1C(C2=CC=CC=C2C1=O)=O)CC1=C(C=CC=C1)C(F)(F)F)C1=CC=NN1CC (5-chloro-N-((1S)-2-(1,3-dioxo-1,3-dihydro-2H-isoindol-2-yl)-1-{[2-(trifluoromethyl)phenyl]methyl}ethyl)-4-(1-ethyl-1H-pyrazol-5-yl)-2-thiophenecarboxamide), NN (hydrazine), CO.C1CCOC1 (MeOH THF). Conditions: time 8 hour. Yields the product C(=O)(C(F)(F)F)O (TFA), NC[C@H](CC1=C(C=CC=C1)C(F)(F)F)NC(=O)C=1SC(=C(C1)C1=CC=NN1CC)Cl (N-((1S)-2-amino-1-{[2-(trifluoromethyl)phenyl]methyl}ethyl)-5-chloro-4-(1-ethyl-1H-pyrazol-5-yl)-2-thiophenecarboxamide). Reaction SMILES: [Cl:1][C:2]1[S:6][C:5]([C:7]([NH:9][C@@H:10]([CH2:23][C:24]2[CH:29]=[CH:28][CH:27]=[CH:26][C:25]=2[C:30]([F:33])([F:32])[F:31])[CH2:11][N:12]2C(=O)C3C(=CC=CC=3)C2=O)=[O:8])=[CH:4][C:3]=1[C:34]1[N:38]([CH2:39][CH3:40])[N:37]=[CH:36][CH:35]=1.NN.[CH3:43][OH:44].C1C[O:48]CC1>>[C:43]([OH:48])([C:30]([F:33])([F:32])[F:31])=[O:44].[NH2:12][CH2:11][C@@H:10]([NH:9][C:7]([C:5]1[S:6][C:2]([Cl:1])=[C:3]([C:34]2[N:38]([CH2:39][CH3:40])[N:37]=[CH:36][CH:35]=2)[CH:4]=1)=[O:8])[CH2:23][C:24]1[CH:29]=[CH:28][CH:27]=[CH:26][C:25]=1[C:30]([F:33])([F:32])[F:31] |f:2.3|. Procedure details: To a solution of 5-chloro-N-((1S)-2-(1,3-dioxo-1,3-dihydro-2H-isoindol-2-yl)-1-{[2-(trifluoromethyl)phenyl]methyl}ethyl)-4-(1-ethyl-1H-pyrazol-5-yl)-2-thiophenecarboxamide (110 mg, 0.19 mmol) in MeOH/THF (5 mL/0.5 mL) was added hydrazine (0.5 mL, 15.9 mmol). After stirring overnight at RT, the reaction mixture was concentrated, and purified by reverse-phase HPLC (C18 column: H2O/CH3CN, 40-10%) to afford the bis-TFA salt of the title compound. The bis-TFA salt was dissolved in water, and neutrali... The yield is 36.0%. Reported procedure: A solution of (4S)-4-[(4-amino-1-piperidinyl)methyl]-3,8-difluoro-4-hydroxy-4,5-dihydro-7H-pyrrolo[3,2,1-de]-1,5-naphthyridin-7-one (E1 enantiomer) (180 mg, 0.536 mmol) and [1,3]oxathiolo[5,4-c]pyridine-6-carbaldehyde (89 mg, 0.536 mmol) (for a synthesis, see WO2004058144, Example 61) in chloroform/methanol (5 ml/0.5 ml) was stirred at room temperature under argon for 1 h before treatment with sodium triacetoxyborohydride (341 mg, 1.608 mmol). After 1 h stirring the reaction mixture was treated ... The product is Cl.Cl.FC=1C=NC=2C=C(C(N3C2C1[C@@](C3)(CN3CCC(CC3)NCC3=CC1=C(C=N3)OCS1)O)=O)F ((4S)-3,8-Difluoro-4-hydroxy-4-({4-[([1,3]oxathiolo[5,4-c]pyridin-6-ylmethyl)amino]-1-piperidinyl}methyl)-4,5-dihydro-7H-pyrrolo[3,2,1-de]-1,5-naphthyridin-7-one dihydrochloride). The reactants are C([O-])(O)=O.[Na+] (sodium bicarbonate), NC1CCN(CC1)C[C@@]1(CN2C=3C1=C(C=NC3C=C(C2=O)F)F)O ((4S)-4-[(4-amino-1-piperidinyl)methyl]-3,8-difluoro-4-hydroxy-4,5-dihydro-7H-pyrrolo[3,2,1-de]-1,5-naphthyridin-7-one), S1COC=2C=NC(=CC21)C=O ([1,3]oxathiolo[5,4-c]pyridine-6-carbaldehyde), C(Cl)(Cl)Cl.CO (chloroform methanol), C(C)(=O)O[BH-](OC(C)=O)OC(C)=O.[Na+] (sodium triacetoxyborohydride). As a reaction SMILES: [NH2:1][CH:2]1[CH2:7][CH2:6][N:5]([CH2:8][C@@:9]2([OH:24])[C:13]3=[C:14]([F:23])[CH:15]=[N:16][C:17]4[CH:18]=[C:19]([F:22])[C:20](=[O:21])[N:11]([C:12]=43)[CH2:10]2)[CH2:4][CH2:3]1.[S:25]1[C:33]2[CH:32]=[C:31]([CH:34]=O)[N:30]=[CH:29][C:28]=2[O:27][CH2:26]1.C(O[BH-](OC(=O)C)OC(=O)C)(=O)C.[Na+].C(=O)(O)[O-].[Na+].C(Cl)(Cl)[Cl:56].CO>>[ClH:56].[ClH:56].[F:23][C:14]1[CH:15]=[N:16][C:17]2[CH:18]=[C:19]([F:22])[C:20](=[O:21])[N:11]3[CH2:10][C@@:9]([OH:24])([CH2:8][N:5]4[CH2:4][CH2:3][CH:2]([NH:1][CH2:34][C:31]5[N:30]=[CH:29][C:28]6[O:27][CH2:26][S:25][C:33]=6[CH:32]=5)[CH2:7][CH2:6]4)[C:13]=1[C:12]=23 |f:2.3,4.5,6.7,8.9.10|. Reaction conditions: time 1 hour.